Dataset: the Open Reaction Database (ORD), a public repository of structured organic reaction records. Task: describe an organic reaction: reactants, conditions, products, and yield The reactants are NC1CCN(CC1)CCCC(=O)C1=CC=CC=C1 (4-amino-1-(4-phenyl-4-oxobutyl) piperidine), C1(CCCCC1)NC(CCl)=O (N-cyclohexylchloracetamide). Product: C(C1=CC=CC=C1)(=O)CCCN1CCC(CC1)NCC(=O)NC1CCCCC1 (2-[1-(3-Benzoylpropyl)-4-piperidinylamino]-N-cyclohexylacetamide). RXN SMILES: [NH2:1][CH:2]1[CH2:7][CH2:6][N:5]([CH2:8][CH2:9][CH2:10][C:11]([C:13]2[CH:18]=[CH:17][CH:16]=[CH:15][CH:14]=2)=[O:12])[CH2:4][CH2:3]1.[CH:19]1([NH:25][C:26](=[O:29])[CH2:27]Cl)[CH2:24][CH2:23][CH2:22][CH2:21][CH2:20]1>>[C:11]([CH2:10][CH2:9][CH2:8][N:5]1[CH2:6][CH2:7][CH:2]([NH:1][CH2:27][C:26]([NH:25][CH:19]2[CH2:24][CH2:23][CH2:22][CH2:21][CH2:20]2)=[O:29])[CH2:3][CH2:4]1)(=[O:12])[C:13]1[CH:14]=[CH:15][CH:16]=[CH:17][CH:18]=1. Procedure: Using a procedure analogous to Example 1 4-amino-1-(4-phenyl-4-oxobutyl) piperidine may be reacted with N-cyclohexylchloracetamide to give the title compound. Starting materials: Cc1ccc(N)cc1C(F)(F)F, Clc1nc2ccccc2[nH]1. The product is Cl, Cc1ccc(Nc2nc3ccccc3[nH]2)cc1C(F)(F)F. Reaction SMILES: [CH3:11][c:12]1[c:13]([C:19]([F:20])([F:21])[F:22])[cH:14][c:15]([NH2:16])[cH:17][cH:18]1.[Cl:1][c:2]1[nH:3][c:4]2[c:5]([n:6]1)[cH:7][cH:8][cH:9][cH:10]2>>[ClH:1].[c:2]1([NH:16][c:15]2[cH:14][c:13]([C:19]([F:20])([F:21])[F:22])[c:12]([CH3:11])[cH:18][cH:17]2)[nH:3][c:4]2[c:5]([n:6]1)[cH:7][cH:8][cH:9][cH:10]2. Reactants: Cl (hydrochloric acid), C(C1=CC=CC=C1)O[C@@H]1[C@@H](O[C@@H]([C@H]1OCC1=CC=CC=C1)COCC1=CC=CC=C1)N1C2=NC(=NC(=C2N=C1)N)F (9-(2,3,5-Tri-O-benzyl-beta-D-arabinofuranosyl)-2-fluoroadenine), C(C1=CC=CC=C1)O[C@@H]1[C@@H](O[C@@H]([C@H]1OCC1=CC=CC=C1)COCC1=CC=CC=C1)N1C2=NC(=NC(=C2N=C1)N)F (9-(2,3,5-Tri-O-benzyl-beta-D-arabinofuranosyl)-2-fluoroadenine), C(C1=CC=CC=C1)O[C@@H]1[C@@H](O[C@@H]([C@H]1OCC1=CC=CC=C1)COCC1=CC=CC=C1)N1C2=NC(=NC(=C2N=C1)N)F (9-(2,3,5-Tri-O-benzyl-beta-D-arabinofuranosyl)-2-fluoroadenine), C(C1=CC=CC=C1)O[C@@H]1[C@@H](O[C@@H]([C@H]1OCC1=CC=CC=C1)COCC1=CC=CC=C1)N1C2=NC(=NC(=C2N=C1)N)F (9-(2,3,5-Tri-O-benzyl-beta-D-arabinofuranosyl)-2-fluoroadenine), C(C1=CC=CC=C1)O[C@@H]1[C@@H](O[C@@H]([C@H]1OCC1=CC=CC=C1)COCC1=CC=CC=C1)N1C2=NC(=NC(=C2N=C1)N)F (9-(2,3,5-Tri-O-benzyl-beta-D-arabinofuranosyl)-2-fluoroadenine). The reagents and catalysts are [Pd](Cl)Cl (palladium chloride), [Pd](Cl)Cl (palladium chloride). The solvent is [H][H] (hydrogen). Product: [C@@H]1([C@@H](O)[C@H](O)[C@H](O1)CO)N1C2=NC(=NC(=C2N=C1)N)F (9-beta-D-Arabinofuranosyl-2-fluoroadenine). Reaction SMILES: Cl.C([O:9][C@H:10]1[C@H:14]([O:15]CC2C=CC=CC=2)[C@@H:13]([CH2:23][O:24]CC2C=CC=CC=2)[O:12][C@H:11]1[N:32]1[CH:40]=[N:39][C:38]2[C:33]1=[N:34][C:35]([F:42])=[N:36][C:37]=2[NH2:41])C1C=CC=CC=1>[H][H].[Pd](Cl)Cl>[C@@H:11]1([N:32]2[CH:40]=[N:39][C:38]3[C:33]2=[N:34][C:35]([F:42])=[N:36][C:37]=3[NH2:41])[O:12][C@H:13]([CH2:23][OH:24])[C@@H:14]([OH:15])[C@@H:10]1[OH:9]. Reported procedure: reacting a mixture of 2-fluoro-9-(2,3,5-tri-O-benzyl-beta-D-arabinofuranosyl)adenine (VI) dissolved in a non-reactive solvent for (VI), with hydrogen and a molar amount of palladium chloride less than (VI) and concentrated hydrochloric acid in a molar excess to (VI) such that the weight of palladium chloride is between about 3 and 15% by weight of (VI) in a sealed vessel at elevated pressure above atmospheric pressure between about 30 and 50 psig to produce (VII) in the reaction mixture; Reactants: BrC1=CC=C(C=O)C=C1 (4-bromobenzaldehyde), NN(C(=O)N)C (1-amino-1-methylurea), CC(=O)O (AcOH), O (water). The solvent is CCO (EtOH), CCOCC (Et2O). Run at temperature 80 celsius, time 8 hour. Yields the product BrC1=CC=C(C=C1)\C=N\N(C(=O)N)C (1-[(E)-[(4-Bromophenyl)methylidene]amino]-1-methylurea). RXN SMILES: [Br:1][C:2]1[CH:9]=[CH:8][C:5]([CH:6]=O)=[CH:4][CH:3]=1.[NH2:10][N:11]([CH3:15])[C:12]([NH2:14])=[O:13].CC(O)=O.O>CCO.CCOCC>[Br:1][C:2]1[CH:9]=[CH:8][C:5](/[CH:6]=[N:10]/[N:11]([CH3:15])[C:12]([NH2:14])=[O:13])=[CH:4][CH:3]=1. Procedure details: To a solution of 4-bromobenzaldehyde (4.3 g, 23 mmol) and 1-amino-1-methylurea (2.5 g, 28 mmol) in EtOH (40 mL) was added AcOH (2.5 mL) and water (4.5 mL). The resulting solution was stirred overnight at 80° C. and allowed to cool to rt. A precipitate formed by the addition of Et2O (50 mL). The solids were collected by filtration and compound 51a was obtained as a white solid. Mass Spectrum (LCMS, ESI pos.): Calcd. for C9H10BrN3O: 256.0 (M+H). Found 256.1. Reactants: C1CCOC1, Cc1oc(-c2ccc(C(F)(F)F)cc2)nc1CC(=O)O. The product is Cc1oc(-c2ccc(C(F)(F)F)cc2)nc1CCO. As a reaction SMILES: [CH2:21]1[O:22][CH2:23][CH2:24][CH2:25]1.[CH3:1][c:2]1[c:3]([CH2:17][C:18](=[O:19])[OH:20])[n:4][c:5](-[c:7]2[cH:8][cH:9][c:10]([C:13]([F:14])([F:15])[F:16])[cH:11][cH:12]2)[o:6]1>>[CH3:1][c:2]1[c:3]([CH2:17][CH2:18][OH:19])[n:4][c:5](-[c:7]2[cH:8][cH:9][c:10]([C:13]([F:14])([F:15])[F:16])[cH:11][cH:12]2)[o:6]1. Starting materials: OCCBr, CCO, CN(C)CCS, Cl, [Na+], [OH-]. The product is CN(C)CCSCCO. Reaction SMILES: [Br:10][CH2:11][CH2:12][OH:13].[CH3:14][CH2:15][OH:16].[CH3:2][N:3]([CH2:4][CH2:5][SH:6])[CH3:7].[ClH:1].[Na+:9].[OH-:8]>>[CH3:2][N:3]([CH2:4][CH2:5][S:6][CH2:11][CH2:12][OH:13])[CH3:7]. The reactants are ClCC1CCCCN(CCCOc2ccc3c(c2)OCO3)C1, O=C1Cc2cc3c(cc2CCN1)OCO3. Yields the product O=C1Cc2cc3c(cc2CCN1CC1CCCCN(CCCOc2ccc4c(c2)OCO4)C1)OCO3, Cl. As a reaction SMILES: [CH2:16]1[O:17][c:18]2[cH:19][c:20]([O:21][CH2:22][CH2:23][CH2:24][N:25]3[CH2:26][CH:27]([CH2:32][Cl:33])[CH2:28][CH2:29][CH2:30][CH2:31]3)[cH:34][cH:35][c:36]2[O:37]1.[CH2:1]1[O:2][c:3]2[cH:4][c:5]3[c:6]([cH:13][c:14]2[O:15]1)[CH2:7][C:8](=[O:12])[NH:9][CH2:10][CH2:11]3>>[CH2:1]1[O:2][c:3]2[cH:4][c:5]3[c:6]([cH:13][c:14]2[O:15]1)[CH2:7][C:8](=[O:12])[N:9]([CH2:32][CH:27]1[CH2:26][N:25]([CH2:24][CH2:23][CH2:22][O:21][c:20]2[cH:19][c:18]4[c:36]([cH:35][cH:34]2)[O:37][CH2:16][O:17]4)[CH2:31][CH2:30][CH2:29][CH2:28]1)[CH2:10][CH2:11]3.[ClH:33]. The reactants are COC(=O)c1cccnc1C#N, Cc1ccccc1, OCc1csc(-c2cccc(Cl)c2)n1. Yields the product N#Cc1ncccc1C(=O)OCc1csc(-c2cccc(Cl)c2)n1. Reaction SMILES: [C:1](#[N:2])[c:3]1[c:4]([C:5](=[O:6])[O:7][CH3:8])[cH:9][cH:10][cH:11][n:12]1.[CH3:27][c:28]1[cH:29][cH:30][cH:31][cH:32][cH:33]1.[Cl:13][c:14]1[cH:15][c:16](-[c:20]2[s:21][cH:22][c:23]([CH2:25][OH:26])[n:24]2)[cH:17][cH:18][cH:19]1>>[C:1](#[N:2])[c:3]1[c:4]([C:5](=[O:6])[O:7][CH2:8][c:23]2[cH:22][s:21][c:20](-[c:16]3[cH:15][c:14]([Cl:13])[cH:19][cH:18][cH:17]3)[n:24]2)[cH:9][cH:10][cH:11][n:12]1. The reactants are Alkene, C(Cl)Cl.CO (DCM MeOH), COC1=C(C=O)C=CC(=C1)[N+](=O)[O-] (2-methoxy-4-nitrobenzaldehyde), [H-].[Na+] (sodium hydride), P(OCC1=CC=C(C=C1)C=1N=C2N(C=C(C=C2)C)C1)([O-])=O (4-(6-methylimidazo[1,2-a]pyridin-2-yl)benzyl phosphonate). Run in C1CCOC1 (THF). Yields the product COC1=C(C=CC(=C1)[N+](=O)[O-])/C=C/C1=CC=C(C=C1)C=1N=C2N(C=C(C=C2)C)C1 (2-{4-[(E)-2-(2-methoxy-4-nitrophenyl)ethenyl]phenyl}-6-methylimidazo[1,2-a]pyridine). The yield is 74.0%. RXN SMILES: [H-].[Na+].P(=O)([O-])O[CH2:5][C:6]1[CH:11]=[CH:10][C:9]([C:12]2[N:13]=[C:14]3[CH:19]=[CH:18][C:17]([CH3:20])=[CH:16][N:15]3[CH:21]=2)=[CH:8][CH:7]=1.[CH3:24][O:25][C:26]1[CH:33]=[C:32]([N+:34]([O-:36])=[O:35])[CH:31]=[CH:30][C:27]=1[CH:28]=O.C(Cl)Cl.CO>C1COCC1>[CH3:24][O:25][C:26]1[CH:33]=[C:32]([N+:34]([O-:36])=[O:35])[CH:31]=[CH:30][C:27]=1/[CH:28]=[CH:5]/[C:6]1[CH:11]=[CH:10][C:9]([C:12]2[N:13]=[C:14]3[CH:19]=[CH:18][C:17]([CH3:20])=[CH:16][N:15]3[CH:21]=2)=[CH:8][CH:7]=1 |f:0.1,4.5|. Reported procedure: Prepared as described in the Alkene Formation section using sodium hydride (60% dispersion in mineral oil, 33 mg, 0.838 mmol), diethyl[4-(6-methylimidazo[1,2-a]pyridin-2-yl)benzyl phosphonate (250 mg, 0.698 mmol) and 2-methoxy-4-nitrobenzaldehyde (126 mg, 0.698 mmol) in dry THF (15 ml) to give the title compound (199 mg, 74%) as an orange solid after work-up and flash chromatography (25:1 DCM/MeOH).